Dataset: the Open Reaction Database (ORD), a public repository of structured organic reaction records. Task: describe an organic reaction: reactants, conditions, products, and yield Reactants: Cl (hydrochloride), N12CC(C(CC1)C2)=O (1-azabicyclo[2.2.1]heptan-3-one). The reagents and catalysts are [Pt]=O (platinum oxide). Solvent: CCO (EtOH). Yields the product Cl.N12CC(C(CC1)C2)O (1-azabicyclo[2.2.1]heptan-3-ol hydrochloride). As a reaction SMILES: [N:1]12[CH2:7][CH:4]([CH2:5][CH2:6]1)[C:3](=[O:8])[CH2:2]2.[ClH:9]>[Pt]=O.CCO>[ClH:9].[N:1]12[CH2:7][CH:4]([CH2:5][CH2:6]1)[CH:3]([OH:8])[CH2:2]2 |f:4.5|. Procedure: A mixture of 1-azabicyclo[2.2.1]heptan-3-one (Journal of Medicinal Chemistry, 1990, 33, pp. 2690-2697), hydrochloride (350 mg), platinum oxide (35 mg), and EtOH (5 mL) was stirred at room temperature under a hydrogen atmosphere. The reaction mixture was filtered through Celite, and the filtrate was concentrated under reduced pressure to obtain 1-azabicyclo[2.2.1]heptan-3-ol hydrochloride as a pale brown solid. Starting materials: ClC1=CC=C(C=C1)[C@@]1(N=C(N([C@]1(C)C1=CC=C(C=C1)Cl)C(=O)N1CCN(CC1)CCCS(=O)(=O)C)C=1C(=CC(=C(C1)S(=O)(=O)NC(C)(C)C)Cl)OCC)C (5-{(4S,5R)-4,5-Bis-(4-chloro-phenyl)-1-[4-(3-methanesulfonyl-propyl)-piperazine-1-carbonyl]-4,5-dimethyl-4,5-dihydro-1H-imidazol-2-yl}-N-tert-butyl-2-chloro-4-ethoxy-benzenesulfonamide), Cl.Cl.N1(CCNCC1)CCNS(=O)(=O)C (N-(2-piperazin-1-yl-ethyl)-methanesulfonamide dihydrochloride). The product is ClC1=CC=C(C=C1)[C@@]1(N=C(N([C@]1(C)C1=CC=C(C=C1)Cl)C(=O)N1CCN(CC1)CCNS(=O)(=O)C)C=1C(=CC(=C(C1)S(=O)(=O)NC(C)(C)C)Cl)OCC)C (5-{(4S,5R)-4,5-Bis-(4-chlorophenyl)-1-[4-(2-methanesulfonylaminoethyl)piperazine-1-carbonyl]-4,5-dimethyl-4,5-dihydro-1H-imidazol-2-yl}-N-tert-butyl-2-chloro-4-ethoxybenzenesulfonamide). RXN SMILES: [Cl:1][C:2]1[CH:7]=[CH:6][C:5]([C@@:8]2([CH3:54])[C@:12]([C:14]3[CH:19]=[CH:18][C:17]([Cl:20])=[CH:16][CH:15]=3)([CH3:13])[N:11]([C:21]([N:23]3[CH2:28][CH2:27][N:26]([CH2:29][CH2:30]CS(C)(=O)=O)[CH2:25][CH2:24]3)=[O:22])[C:10]([C:36]3[C:37]([O:51][CH2:52][CH3:53])=[CH:38][C:39]([Cl:50])=[C:40]([S:42]([NH:45][C:46]([CH3:49])([CH3:48])[CH3:47])(=[O:44])=[O:43])[CH:41]=3)=[N:9]2)=[CH:4][CH:3]=1.Cl.Cl.N1(CC[NH:65][S:66]([CH3:69])(=[O:68])=[O:67])CCNCC1>>[Cl:1][C:2]1[CH:7]=[CH:6][C:5]([C@@:8]2([CH3:54])[C@:12]([C:14]3[CH:19]=[CH:18][C:17]([Cl:20])=[CH:16][CH:15]=3)([CH3:13])[N:11]([C:21]([N:23]3[CH2:24][CH2:25][N:26]([CH2:29][CH2:30][NH:65][S:66]([CH3:69])(=[O:68])=[O:67])[CH2:27][CH2:28]3)=[O:22])[C:10]([C:36]3[C:37]([O:51][CH2:52][CH3:53])=[CH:38][C:39]([Cl:50])=[C:40]([S:42]([NH:45][C:46]([CH3:47])([CH3:48])[CH3:49])(=[O:43])=[O:44])[CH:41]=3)=[N:9]2)=[CH:4][CH:3]=1 |f:1.2.3|. Procedure: In a manner analogous to the method described in example 5, rac-(4S*,5R*)-2-(5-tert-butylsulfamoyl-4-chloro-2-ethoxy-phenyl)-4,5-bis-(4-chloro-phenyl)-4,5-dimethyl-4,5-dihydro-imidazole-1-carbonyl chloride (example 45) was reacted with N-(2-piperazin-1-yl-ethyl)-methanesulfonamide dihydrochloride (prepared as described in Fotouhi, N. et al. WO 2005110996) to give the title compound as a racemic mixture. The enantiomers were then separated by supercritical fluid chromatography (Berger Instrument ... The reactants are O=C(Cl)OCc1ccccc1, NC(Cc1ccc([N+](=O)[O-])cc1)C(=O)O, [Na+], [Na+], [Na+], O=C([O-])[O-], [OH-], O. The product is O=C(NC(Cc1ccc([N+](=O)[O-])cc1)C(=O)O)OCc1ccccc1. As a reaction SMILES: [Cl:24][C:25](=[O:26])[O:27][CH2:28][c:29]1[cH:30][cH:31][cH:32][cH:33][cH:34]1.[NH2:3][CH:4]([CH2:5][c:6]1[cH:7][cH:8][c:9]([N+:12]([O-:13])=[O:14])[cH:10][cH:11]1)[C:15]([OH:16])=[O:17].[Na+:18].[Na+:19].[Na+:2].[O-:20][C:21](=[O:22])[O-:23].[OH-:1].[OH2:35]>>[NH:3]([CH:4]([CH2:5][c:6]1[cH:7][cH:8][c:9]([N+:12]([O-:13])=[O:14])[cH:10][cH:11]1)[C:15]([OH:16])=[O:17])[C:25](=[O:26])[O:27][CH2:28][c:29]1[cH:30][cH:31][cH:32][cH:33][cH:34]1. The reactants are ClC1=NC=2N(C=C1)N=CC2CN2C(CC(C2)CCC)=O (1-[(5-chloropyrazolo[1,5-a]pyrimidin-3-yl)methyl]-4-propylpyrrolidin-2-one), C[O-].[Na+] (sodium methoxide). The solvent is CO (MeOH). Conditions: temperature 80 celsius. Yields the product COC1=NC=2N(C=C1)N=CC2CN2C(CC(C2)CCC)=O (1-[(5-methoxypyrazolo[1,5-a]pyrimidin-3-yl)methyl]-4-propylpyrrolidin-2-one). Yield: 53.7%. RXN SMILES: Cl[C:2]1[CH:7]=[CH:6][N:5]2[N:8]=[CH:9][C:10]([CH2:11][N:12]3[CH2:16][CH:15]([CH2:17][CH2:18][CH3:19])[CH2:14][C:13]3=[O:20])=[C:4]2[N:3]=1.[CH3:21][O-:22].[Na+]>CO>[CH3:21][O:22][C:2]1[CH:7]=[CH:6][N:5]2[N:8]=[CH:9][C:10]([CH2:11][N:12]3[CH2:16][CH:15]([CH2:17][CH2:18][CH3:19])[CH2:14][C:13]3=[O:20])=[C:4]2[N:3]=1 |f:1.2|. Procedure: To a solution of 1-[(5-chloropyrazolo[1,5-a]pyrimidin-3-yl)methyl]-4-propylpyrrolidin-2-one 205 (0.575 mmol, 1 eq, 0.22 g) in MeOH (10 ml) is added sodium methoxide (5.75 mmol, 10 eq, 0.4 g). The mixture is heated at 80° C. for 2 hours. The solvent is removed under reduce pressure, water is added and the resulting mixture is extracted with CH2Cl2. The organic phases are combined, and dried over MgSO4. Volatiles are removed under reduced pressure to afford 89 mg of 1-[(5-methoxypyrazolo[1,5-a]pyr... Reactants: NC1=C(C=C(C(=O)OCC)C=C1)OC (ethyl 4-amino-3-methoxybenzoate), C(C)#N (acetonitrile), ClN1C(CCC1=O)=O (N-chlorosuccinimide). The solvent is CCCCCCC.C(C)(=O)OCC (n-heptane ethyl acetate). Conditions: temperature 60 celsius, time 2 hour. The product is NC1=C(C=C(C(=O)OCC)C=C1OC)Cl (Ethyl 4-amino-3-chloro-5-methoxybenzoate). The yield is 75.4%. RXN SMILES: [NH2:1][C:2]1[CH:12]=[CH:11][C:5]([C:6]([O:8][CH2:9][CH3:10])=[O:7])=[CH:4][C:3]=1[O:13][CH3:14].C(#N)C.[Cl:18]N1C(=O)CCC1=O>CCCCCCC.C(OCC)(=O)C>[NH2:1][C:2]1[C:3]([O:13][CH3:14])=[CH:4][C:5]([C:6]([O:8][CH2:9][CH3:10])=[O:7])=[CH:11][C:12]=1[Cl:18] |f:3.4|. Procedure details: To ethyl 4-amino-3-methoxybenzoate (17.8 g, 91.2 mmol), were added acetonitrile (170 mL) and N-chlorosuccinimide (13.4 g, 100 mmol) in this order, and the mixture was stirred at 60° C. for two hours. The mixture was returned to room temperature, and the solvent in the mixture was distilled off under reduced pressure. The residue was purified by silica gel column chromatography (a mixed solvent of n-heptane and ethyl acetate:n-heptane/ethyl acetate=8/1 then 4/1) to obtain the title compound (158 ... The reactants are COc1ccc(CN2CCN(C)CC2)c([N+](=O)[O-])c1, CO, [H][H]. The product is COc1ccc(CN2CCN(C)CC2)c(N)c1. RXN SMILES: [CH3:1][O:2][c:3]1[cH:4][c:5]([N+:17]([O-:18])=[O:19])[c:6]([CH2:7][N:8]2[CH2:9][CH2:10][N:11]([CH3:14])[CH2:12][CH2:13]2)[cH:15][cH:16]1.[CH3:22][OH:23].[H:20][H:21]>>[CH3:1][O:2][c:3]1[cH:4][c:5]([NH2:17])[c:6]([CH2:7][N:8]2[CH2:9][CH2:10][N:11]([CH3:14])[CH2:12][CH2:13]2)[cH:15][cH:16]1. Starting materials: 689, 762, 760, BrC1=C(C(=CC(=C1)C1=C2C=CC=CC2=C(C=2SC(=C(C21)C)CN(CC)CC)Br)Br)O (2,6-dibromo-4-(9-bromo-2-diethylaminomethyl-3-methyl-naphtho[2,3-b]thiophen-4-yl)-phenol), O[C@H](C(=O)OC)CC1=CC=CC=C1 ((S)-2-Hydroxy-3-phenylpropionic acid, methyl ester), eluent, 758, 764. Solvent: C(C)#N (acetonitrile). Yields the product BrC1=C(O[C@@H](C(=O)O)CC2=CC=CC=C2)C(=CC(=C1)C1=C2C=CC=CC2=C(C=2SC(=C(C21)C)CN(CC)CC)Br)Br ((R)-2-[2,6-Dibromo-4-(9-bromo-2-diethylaminomethyl-3-methyl-naphtho[2,3-b]thiophen-4-yl)-phenoxy]-3-phenyl-propionic acid). Reaction SMILES: [Br:1][C:2]1[CH:7]=[C:6]([C:8]2[C:20]3[C:19]([CH3:21])=[C:18]([CH2:22][N:23]([CH2:26][CH3:27])[CH2:24][CH3:25])[S:17][C:16]=3[C:15]([Br:28])=[C:14]3[C:9]=2[CH:10]=[CH:11][CH:12]=[CH:13]3)[CH:5]=[C:4]([Br:29])[C:3]=1[OH:30].O[C@@H:32]([CH2:37][C:38]1[CH:43]=[CH:42][CH:41]=[CH:40][CH:39]=1)[C:33]([O:35]C)=[O:34]>C(#N)C>[Br:29][C:4]1[CH:5]=[C:6]([C:8]2[C:20]3[C:19]([CH3:21])=[C:18]([CH2:22][N:23]([CH2:24][CH3:25])[CH2:26][CH3:27])[S:17][C:16]=3[C:15]([Br:28])=[C:14]3[C:9]=2[CH:10]=[CH:11][CH:12]=[CH:13]3)[CH:7]=[C:2]([Br:1])[C:3]=1[O:30][C@H:32]([CH2:37][C:38]1[CH:43]=[CH:42][CH:41]=[CH:40][CH:39]=1)[C:33]([OH:35])=[O:34]. Reported procedure: Prepared from 2,6-dibromo-4-(9-bromo-2-diethylaminomethyl-3-methyl-naphtho[2,3-b]thiophen-4-yl)-phenol (Example 18) and (S)-2-hydroxy-3-phenylpropionic acid, methyl ester (Example 25) according to the procedure of Example 30. White solid: NMR (DMSO-d6); δ 13.3 (broad band, 1H), 8.20 (d, J=8 Hz, 1H), 7.70(s, 2H), 7.66 (ddd, J=8, 7, 1 Hz, 1H), 7.51(ddd, J=8, 7, 1 Hz, 1H), 7.40-7.25(m, 6H), 5.21(t, J=7 Hz, 1H), 3.75(s, 2H), 3.32(dd, J=4, 3 Hz, 2H), 2.55 (q, J=7 Hz, 4H), 1.63(s, 3H), 1.02 (t, J=7 Hz...